This data is from the Open Reaction Database (ORD), a public repository of structured organic reaction records. The task is: describe an organic reaction: reactants, conditions, products, and yield Reactants: C(C1=CC=CC=C1)N(C=O)C1CC2=C(CCC1)C=CC(=C2)N (N-benzyl-N-formyl-(3-amino-6,7,8,9-tetrahydro-5H-benzocyclohepten-6-yl)amine), C(=O)O (formic acid). The product is C(C1=CC=CC=C1)N(C=O)C1CC2=C(CCC1)C=CC(=C2)NC=O (N-benzyl-N-formyl-(3-formylamino-6,7,8,9-tetrahydro-5H-benzocyclohepten-6-yl)amine). Reaction SMILES: [CH2:1]([N:8]([CH:11]1[CH2:17][CH2:16][CH2:15][C:14]2[CH:18]=[CH:19][C:20]([NH2:22])=[CH:21][C:13]=2[CH2:12]1)[CH:9]=[O:10])[C:2]1[CH:7]=[CH:6][CH:5]=[CH:4][CH:3]=1.[CH:23](O)=[O:24]>>[CH2:1]([N:8]([CH:11]1[CH2:17][CH2:16][CH2:15][C:14]2[CH:18]=[CH:19][C:20]([NH:22][CH:23]=[O:24])=[CH:21][C:13]=2[CH2:12]1)[CH:9]=[O:10])[C:2]1[CH:3]=[CH:4][CH:5]=[CH:6][CH:7]=1. Reported procedure: A solution of N-benzyl-N-formyl-(3-amino-6,7,8,9-tetrahydro-5H-benzocyclohepten-6-yl)amine (0.80 g) in formic acid (16 ml) was refluxed for 2 hours. After cooling, the solution was evaporated in vacuo. The residue was dissolved in ethyl acetate and the solution was washed successively with 1N sodium hydroxide solution, 1N hydrochloric acid, and brine, dried over magnesium sulfate, and evaporated in vacuo. The residue was purified by column chromatography on silica gel with a mixture of chlorofor... Reactants: C(C)(=O)NC1=CC(=NC=C1NC(C)=O)N1CCN(CC1)CCCC(=O)C1=CC=C(C=C1)F (4-[4-(4,5-Diacetylamino-2-pyridinyl)-1-piperazinyl]-1-(4-fluorophenyl)-1-butanone), polyphosphoric acid, [OH-].[Na+] (NaOH). Solvent: O (water). Yields the product FC1=CC=C(C=C1)C(CCCN1CCN(CC1)C1=CC2=C(C=N1)N=C(N2)C)=O (1-(4-Fluorophenyl)-4-[4-(2-methyl-1H-imidazo[4,5-c]pyridin-6-yl]-1-piperazinyl]-1-butanone). As a reaction SMILES: [C:1]([NH:4][C:5]1[C:10]([NH:11]C(=O)C)=[CH:9][N:8]=[C:7]([N:15]2[CH2:20][CH2:19][N:18]([CH2:21][CH2:22][CH2:23][C:24]([C:26]3[CH:31]=[CH:30][C:29]([F:32])=[CH:28][CH:27]=3)=[O:25])[CH2:17][CH2:16]2)[CH:6]=1)(=O)[CH3:2].[OH-].[Na+]>O>[F:32][C:29]1[CH:28]=[CH:27][C:26]([C:24](=[O:25])[CH2:23][CH2:22][CH2:21][N:18]2[CH2:17][CH2:16][N:15]([C:7]3[N:8]=[CH:9][C:10]4[N:11]=[C:1]([CH3:2])[NH:4][C:5]=4[CH:6]=3)[CH2:20][CH2:19]2)=[CH:31][CH:30]=1 |f:1.2|. Reported procedure: 5 g 4-[4-(4,5-Diacetylamino-2-pyridinyl)-1-piperazinyl]-1-(4-fluorophenyl)-1-butanone and 25 g polyphosphoric acid are stirred and heated 1 hour at 140°. The reaction mixture is then cooled to room temperature, treated with 200 ml water, made alkaline with aqueous NaOH solution and extracted with methylene chloride. The extract is dried and evaporated. The residue is recrystallized from dichlormethane/diisopropylether to give the title compound, m.p. 180°-183°. M.p. of the bis-maleate 172°-173.5... Starting materials: Cl.C(C)(C)OCCN(C(CCl)=O)C1=CC=C(C(=O)N2CCN(CC2)CCC2=CC=C(C=C2)Cl)C=C1 (1-{4-[N-(2-isopropoxyethyl)-N-chloroacetylamino]-benzoyl}-4-[2-(4-chlorophenyl)-ethyl]-piperazine hydrochloride), NC(CCS)C(=O)O (DL-homocysteine). Product: C(C)(C)OCCN(C(CSCCC(N)C(=O)O)=O)C1=CC=C(C(=O)N2CCN(CC2)CCC2=CC=C(C=C2)Cl)C=C1 ((±)-1-{4-[N-(2-isopropoxyethyl)-N-(3carboxy-3-amino-propylmercapto-acetyl)-amino]-benzoyl}-4-[2-(4-chlorophenyl)-ethyl]-piperazine). As a reaction SMILES: Cl.[CH:2]([O:5][CH2:6][CH2:7][N:8]([C:13]1[CH:35]=[CH:34][C:16]([C:17]([N:19]2[CH2:24][CH2:23][N:22]([CH2:25][CH2:26][C:27]3[CH:32]=[CH:31][C:30]([Cl:33])=[CH:29][CH:28]=3)[CH2:21][CH2:20]2)=[O:18])=[CH:15][CH:14]=1)[C:9](=[O:12])[CH2:10]Cl)([CH3:4])[CH3:3].[NH2:36][CH:37]([C:41]([OH:43])=[O:42])[CH2:38][CH2:39][SH:40]>>[CH:2]([O:5][CH2:6][CH2:7][N:8]([C:13]1[CH:14]=[CH:15][C:16]([C:17]([N:19]2[CH2:20][CH2:21][N:22]([CH2:25][CH2:26][C:27]3[CH:28]=[CH:29][C:30]([Cl:33])=[CH:31][CH:32]=3)[CH2:23][CH2:24]2)=[O:18])=[CH:34][CH:35]=1)[C:9](=[O:12])[CH2:10][S:40][CH2:39][CH2:38][CH:37]([C:41]([OH:43])=[O:42])[NH2:36])([CH3:3])[CH3:4] |f:0.1|. Reported procedure: Analogously to Example 1, 1-{4-[N-(2-isopropoxyethyl)-N-chloroacetylamino]-benzoyl}-4-[2-(4-chlorophenyl)-ethyl]-piperazine hydrochloride is reacted with DL-homocysteine (=2-amino-4-mercaptobutyric acid), yielding (±)-1-{4-[N-(2-isopropoxyethyl)-N-(3carboxy-3-amino-propylmercapto-acetyl)-amino]-benzoyl}-4-[2-(4-chlorophenyl)-ethyl]-piperazine. Reactants: NC=1C(=NC(=CC1Cl)C)C#CC1=CC=CC=C1 (3-Amino-4-chloro-6-methyl-2-(2-phenyl ethynyl)pyridine), O (H2O). Reagents/catalysts: [Cu]I (CuI). Run in CN(C)C=O (DMF). Run at temperature 110 celsius. The product is ClC1=C2C(=NC(=C1)C)C=C(N2)C2=CC=CC=C2 (7-chloro-5-methyl-2-phenyl pyrrolo-[3,2-b]pyridine). Yield: 48.5%. As a reaction SMILES: [NH2:1][C:2]1[C:3]([C:10]#[C:11][C:12]2[CH:17]=[CH:16][CH:15]=[CH:14][CH:13]=2)=[N:4][C:5]([CH3:9])=[CH:6][C:7]=1[Cl:8].O>CN(C=O)C.[Cu]I>[Cl:8][C:7]1[CH:6]=[C:5]([CH3:9])[N:4]=[C:3]2[CH:10]=[C:11]([C:12]3[CH:17]=[CH:16][CH:15]=[CH:14][CH:13]=3)[NH:1][C:2]=12. Procedure: 3-Amino-4-chloro-6-methyl-2-(2-phenyl ethynyl)pyridine (1.24 g, 5.1 mmol) was dissolved in anhydrous DMF (90 mL), CuI (150 mg, 0.8 mmol) was added and the mixture was heated at 110° C. for 18 h. The cooled mixture was poured into H2O (125 mL) and extracted with EtOAc (2×100 mL). The combined extracts were washed with H2O and brine, dried over MgSO4 and filtered through a plug of silica using CHCl3. The crude product was triturated with 20:1 hexanes:EtOAc, filtered, and dried under high vacuum to... Reactants: CSC(C(=O)OC)C1=CC(=C(C=C1)N1CCCCC1)Cl (Methyl α-methylthio(3-chloro-4-piperidinophenyl)acetate), [H-].[Na+] (sodium hydride), CI (methyl iodide), saturated aqueous solution, [Cl-].[NH4+] (ammonium chloride). The solvent is CN(C=O)C (N,N-dimethylformamide). Run at time 15 minute. Product: CSC(C(=O)OC)(C)C1=CC(=C(C=C1)N1CCCCC1)Cl (methyl α-methylthio-α-(3-chloro-4-piperidinophenyl)propionate). Isolated yield 76.2%. As a reaction SMILES: [CH3:1][S:2][CH:3]([C:8]1[CH:13]=[CH:12][C:11]([N:14]2[CH2:19][CH2:18][CH2:17][CH2:16][CH2:15]2)=[C:10]([Cl:20])[CH:9]=1)[C:4]([O:6][CH3:7])=[O:5].[H-].[Na+].[CH3:23]I.[Cl-].[NH4+]>CN(C)C=O>[CH3:1][S:2][C:3]([C:8]1[CH:13]=[CH:12][C:11]([N:14]2[CH2:19][CH2:18][CH2:17][CH2:16][CH2:15]2)=[C:10]([Cl:20])[CH:9]=1)([CH3:23])[C:4]([O:6][CH3:7])=[O:5] |f:1.2,4.5|. Procedure: Methyl α-methylthio(3-chloro-4-piperidinophenyl)acetate (2.524 g) was dissolved in 15 ml of N,N-dimethylformamide, and under ice cooling, 420 mg of sodium hydride (65% content) was added. The mixture was stirred for 15 minutes, and then 3.5 ml of methyl iodide was added. The mixture was stirred for 2 minutes under ice cooling, and then for 1 hour and 15 minutes at room temperature. Then 60 ml of a saturated aqueous solution of ammonium chloride was added, and the mixture was extracted twice with... Reactants: CC(C)(C)OC(=O)N1CC2CN(Cc3ccccc3)CC2C1, CCO. The product is CC(C)(C)OC(=O)N1CC2CNCC2C1. RXN SMILES: [CH2:1]([c:2]1[cH:3][cH:4][cH:5][cH:6][cH:7]1)[N:8]1[CH2:9][CH:10]2[CH:11]([CH2:12]1)[CH2:13][N:14]([C:16](=[O:17])[O:18][C:19]([CH3:20])([CH3:21])[CH3:22])[CH2:15]2.[CH3:23][CH2:24][OH:25]>>[NH:8]1[CH2:9][CH:10]2[CH:11]([CH2:12]1)[CH2:13][N:14]([C:16](=[O:17])[O:18][C:19]([CH3:20])([CH3:21])[CH3:22])[CH2:15]2. Reactants: [BH4-], CC1(C)COC2=C(C1)C(=O)C[SH]2Br, CCO, [Na+]. Yields the product CC1(C)COC2=C(C1)C(O)C[SH]2Br. As a reaction SMILES: [BH4-:14].[Br:1][SH:2]1[CH2:3][C:4](=[O:13])[C:5]2=[C:6]1[O:7][CH2:8][C:9]([CH3:11])([CH3:12])[CH2:10]2.[CH3:16][CH2:17][OH:18].[Na+:15]>>[Br:1][SH:2]1[CH2:3][CH:4]([OH:13])[C:5]2=[C:6]1[O:7][CH2:8][C:9]([CH3:11])([CH3:12])[CH2:10]2. Reactants: CC=1NC(=C(N1)C1=CC=CC=C1)C1=CC=CC=C1 (2-Methyl-4,5-diphenylimidazole), [H-].[Na+] (sodium hydride), BrCCCCCCCC(=O)OCC (ethyl 8-bromooctanoate). The product is C(C)OC(=O)CCCCCCCN1C(=NC(=C1C1=CC=CC=C1)C1=CC=CC=C1)C (1-(7-ethoxycarbonyl-heptyl)-2-methyl-4,5-diphenylimidazole). Isolated yield 71.8%. RXN SMILES: [CH3:1][C:2]1[NH:3][C:4]([C:13]2[CH:18]=[CH:17][CH:16]=[CH:15][CH:14]=2)=[C:5]([C:7]2[CH:12]=[CH:11][CH:10]=[CH:9][CH:8]=2)[N:6]=1.[H-].[Na+].Br[CH2:22][CH2:23][CH2:24][CH2:25][CH2:26][CH2:27][CH2:28][C:29]([O:31][CH2:32][CH3:33])=[O:30]>>[CH2:32]([O:31][C:29]([CH2:28][CH2:27][CH2:26][CH2:25][CH2:24][CH2:23][CH2:22][N:6]1[C:5]([C:7]2[CH:12]=[CH:11][CH:10]=[CH:9][CH:8]=2)=[C:4]([C:13]2[CH:18]=[CH:17][CH:16]=[CH:15][CH:14]=2)[N:3]=[C:2]1[CH3:1])=[O:30])[CH3:33] |f:1.2|. Procedure details: 2-Methyl-4,5-diphenylimidazole (2.5 g) (J. Org. Chem., 1937, 2, 328) was reacted with sodium hydride (0.62 g) and ethyl 8-bromooctanoate (3.36 g) in a method similar to Example 12. Chromatography on silica gel eluted with a dichloromethane:ethanol gradient gave 1-(7-ethoxycarbonyl-heptyl)-2-methyl-4,5-diphenylimidazole (3.1 g, 72.1%) as an oil. Reactants: OC=1C(=NC(=C(N1)O)C(=O)OCC)C(=O)N (3,5-dihydroxy-6-ethoxycarbonyl-2-pyrazinecarboxamide), [OH-].[Na+] (sodium hydroxide), Cl (hydrochloric acid). Run in O (water), C(C)O (ethanol). Conditions: time 16 hour. Yields the product OC=1C(=NC(=C(N1)O)C(=O)O)C(=O)N (3,5-dihydroxy-6-carboxy-2-pyrazinecarboxamide). Isolated yield 61.4%. As a reaction SMILES: [OH:1][C:2]1[C:3]([C:14]([NH2:16])=[O:15])=[N:4][C:5]([C:9]([O:11]CC)=[O:10])=[C:6]([OH:8])[N:7]=1.[OH-].[Na+].Cl>O.C(O)C>[OH:1][C:2]1[C:3]([C:14]([NH2:16])=[O:15])=[N:4][C:5]([C:9]([OH:11])=[O:10])=[C:6]([OH:8])[N:7]=1 |f:1.2|. Reported procedure: In a mixture of 1.0 mL of water and 1.0 mL of ethanol is suspended 0.13 g of 3,5-dihydroxy-6-ethoxycarbonyl-2-pyrazinecarboxamide. At ambient temperature, 0.34 mL of 5 mol/mL sodium hydroxide is added to the suspension, which is then stirred for 16 hours. The reaction mixture is adjusted to pH 2 by adding 1 mol/mL hydrochloric acid. The deposited crystals are collected by filtration and washed with water to obtain 0.07 g of 3,5-dihydroxy-6-carboxy-2-pyrazinecarboxamide.